This data is from the Open Reaction Database (ORD), a public repository of structured organic reaction records. The task is: describe an organic reaction: reactants, conditions, products, and yield The reactants are [Mn](=O)(=O)(=O)[O-].[K+] (potassium permanganate), C12(CC3CC(CC(C1)C3)C2)CN2C(NC(C3=CC(=CC=C23)[N+](=O)[O-])C2=CC=CC=C2)=O (1-(1-adamantylmethyl)-4-phenyl-6-nitro-3,4-dihydro-2(1H)-quinazolinone), C(=O)O (formic acid). Solvent: O (water), O1CCOCC1 (dioxane). Reaction conditions: time 3 hour. Product: C12(CC3CC(CC(C1)C3)C2)CN2C(N=C(C3=CC(=CC=C23)[N+](=O)[O-])C2=CC=CC=C2)=O (1-(1-adamantylmethyl)-4-phenyl-6-nitro-2(1H)-quinazolinone). As a reaction SMILES: [C:1]12([CH2:11][N:12]3[C:21]4[C:16](=[CH:17][C:18]([N+:22]([O-:24])=[O:23])=[CH:19][CH:20]=4)[CH:15]([C:25]4[CH:30]=[CH:29][CH:28]=[CH:27][CH:26]=4)[NH:14][C:13]3=[O:31])[CH2:10][CH:5]3[CH2:6][CH:7]([CH2:9][CH:3]([CH2:4]3)[CH2:2]1)[CH2:8]2.[Mn]([O-])(=O)(=O)=O.[K+].C(O)=O>O1CCOCC1.O>[C:1]12([CH2:11][N:12]3[C:21]4[C:16](=[CH:17][C:18]([N+:22]([O-:24])=[O:23])=[CH:19][CH:20]=4)[C:15]([C:25]4[CH:26]=[CH:27][CH:28]=[CH:29][CH:30]=4)=[N:14][C:13]3=[O:31])[CH2:10][CH:5]3[CH2:6][CH:7]([CH2:9][CH:3]([CH2:4]3)[CH2:2]1)[CH2:8]2 |f:1.2|. Procedure details: To a solution of 3.8 g of 1-(1-adamantylmethyl)-4-phenyl-6-nitro-3,4-dihydro-2(1H)-quinazolinone in 70 ml of dioxane was added a suspension of 1.5 g of potassium permanganate in 10 ml of water and the mixture was stirred at room temperature for 3 hours. Then, 7 ml of formic acid was added and stirring was continued for 30 minutes. The brown precipitate was filtered off and the filtrate was diluted with water. The resulting mixture was extracted with chloroform. The chloroform extract was washed,...